The task is: describe an organic reaction: reactants, conditions, products, and yield. This data is from the Open Reaction Database (ORD), a public repository of structured organic reaction records. The reactants are Cc1sc(C(=O)O)cc1-c1c(Br)cnn1C, CC(C)(C)OC(=O)NC(Cc1ccccc1C(F)(F)F)C(=O)O, CCN(C(C)C)C(C)C, ClC(Cl)Cl, NC(Cc1cccc(C(F)(F)F)c1)CN1C(=O)c2ccccc2C1=O. Product: Cc1sc(C(=O)NC(Cc2cccc(C(F)(F)F)c2)CN2C(=O)c3ccccc3C2=O)cc1-c1c(Br)cnn1C. As a reaction SMILES: [Br:1][c:2]1[cH:3][n:4][n:5]([CH3:16])[c:6]1-[c:7]1[cH:8][c:9]([C:13](=[O:14])[OH:15])[s:10][c:11]1[CH3:12].[CH3:42][C:43]([O:44][C:45]([NH:46][CH:47]([C:48]([OH:49])=[O:50])[CH2:51][c:52]1[cH:53][cH:54][cH:55][cH:56][c:57]1[C:58]([F:59])([F:60])[F:61])=[O:62])([CH3:63])[CH3:64].[CH:65]([N:66]([CH2:67][CH3:68])[CH:69]([CH3:70])[CH3:71])([CH3:72])[CH3:73].[CH:74]([Cl:75])([Cl:76])[Cl:77].[NH2:17][CH:18]([CH2:19][N:20]1[C:21](=[O:30])[c:22]2[cH:23][cH:24][cH:25][cH:26][c:27]2[C:28]1=[O:29])[CH2:31][c:32]1[cH:33][c:34]([C:38]([F:39])([F:40])[F:41])[cH:35][cH:36][cH:37]1>>[Br:1][c:2]1[cH:3][n:4][n:5]([CH3:16])[c:6]1-[c:7]1[cH:8][c:9]([C:13](=[O:15])[NH:17][CH:18]([CH2:19][N:20]2[C:21](=[O:30])[c:22]3[cH:23][cH:24][cH:25][cH:26][c:27]3[C:28]2=[O:29])[CH2:31][c:32]2[cH:33][c:34]([C:38]([F:39])([F:40])[F:41])[cH:35][cH:36][cH:37]2)[s:10][c:11]1[CH3:12]. Reactants: N(=C=S)C=1N=CC2=CC(=C(C=C2C1)OC)OC (3-isothiocyanato-6,7-dimethoxyisoquinoline), C(=NC(C)C)=NC(C)C (N,N′-methanediylidenedipropan-2-amine), C(C)(C)N=C=NC(C)C (di-isopropylcarbodiimide), [Cl-].[NH3+]C[C@@]1(C[NH+]2CCC1CC2)O.[Cl-] ((S)-3-(ammoniomethyl)-3-hydroxy-1-azoniabicyclo[2.2.2]octane chloride), C([O-])([O-])=O.[Cs+].[Cs+] (cesium carbonate). Solvent: CN(C)C=O (DMF), CN(C)C=O (DMF), C(C)#N (acetonitrile), CN(C)C=O (DMF). Run at time 3 day. Product: COC=1C=C2C=C(N=CC2=CC1OC)NC=1O[C@]2(CN3CCC2CC3)CN1 ((R)—N-(6,7-dimethoxyisoquinolin-3-yl)-4H-1′-azaspiro[oxazole-5,3′-bicyclo[2.2.2]octan]-2-amine). Yield: 20.3%. RXN SMILES: [Cl-].[NH3+:2][CH2:3][C@@:4]1([OH:12])[CH:9]2[CH2:10][CH2:11][NH+:6]([CH2:7][CH2:8]2)[CH2:5]1.[Cl-].C(=O)([O-])[O-].[Cs+].[Cs+].[N:20]([C:23]1[N:24]=[CH:25][C:26]2[C:31]([CH:32]=1)=[CH:30][C:29]([O:33][CH3:34])=[C:28]([O:35][CH3:36])[CH:27]=2)=[C:21]=S.C(=NC(C)C)=NC(C)C>CN(C=O)C.C(#N)C>[CH3:34][O:33][C:29]1[CH:30]=[C:31]2[C:26](=[CH:27][C:28]=1[O:35][CH3:36])[CH:25]=[N:24][C:23]([NH:20][C:21]1[O:12][C@:4]3([CH2:3][N:2]=1)[CH:9]1[CH2:8][CH2:7][N:6]([CH2:11][CH2:10]1)[CH2:5]3)=[CH:32]2 |f:0.1.2,3.4.5|. Procedure: To a stirring suspension of (S)-3-(ammoniomethyl)-3-hydroxy-1-azoniabicyclo[2.2.2]octane chloride (73 mg, 0.319 mmol) and cesium carbonate (221 mg, 0.678 mmol) in DMF (5 mL) was added a solution of 3-isothiocyanato-6,7-dimethoxyisoquinoline (69 mg, 0.280 mmol) in DMF (1.5 mL) and the reaction mixture was allowed to stir at room temperature for 3 days. To the solution was then added a solution of N,N′-methanediylidenedipropan-2-amine (69 mg, 0.547 mmol) in DMF (0.4 mL) and the reaction was allowe... Starting materials: FC1=C2CCN(N3C2=C(C=C1F)C(C(=C3)C(=O)OCC)=O)CO (Ethyl 4,5-Difluoro-1-hydroxymethyl-2,3-dihydro-7-oxo-1H,7H-pyrido[3,2,1-il]cinnoline-8-carboxylate), C(C)N(CC)S(F)(F)F (diethylaminosulfurtrifluoride), C(C)O (ethanol). The solvent is O1CCCC1 (tetrahydrofuran). Reaction conditions: time 4 hour. The product is FC1=C2CCN(N3C2=C(C=C1F)C(C(=C3)C(=O)OCC)=O)COCC (Ethyl 4,5-Difluoro-1-ethoxymethyl-2,3-dihydro-7-oxo-1H,7H-pyrido[3,2,1-ij]cinnoline-8-carboxylate). As a reaction SMILES: [F:1][C:2]1[C:11]([F:12])=[CH:10][C:9]2[C:13](=[O:21])[C:14]([C:16]([O:18][CH2:19][CH3:20])=[O:17])=[CH:15][N:7]3[C:8]=2[C:3]=1[CH2:4][CH2:5][N:6]3[CH2:22][OH:23].[CH2:24](N(S(F)(F)F)CC)[CH3:25].C(O)C>O1CCCC1>[F:1][C:2]1[C:11]([F:12])=[CH:10][C:9]2[C:13](=[O:21])[C:14]([C:16]([O:18][CH2:19][CH3:20])=[O:17])=[CH:15][N:7]3[C:8]=2[C:3]=1[CH2:4][CH2:5][N:6]3[CH2:22][O:23][CH2:24][CH3:25]. Procedure: 65 mg of the compound (177) obtained in Example 54 was suspended in 5 ml of tetrahydrofuran, and 270 μl of diethylaminosulfurtrifluoride was added to the solution. The solution was stirred for 4 hours, and 1 ml of ethanol was added to the solution. The deposited solid matter was filtered off and washed with ether to obtain 28 mg of the subject compound (181).